From a dataset of the Open Reaction Database (ORD), a public repository of structured organic reaction records. describe an organic reaction: reactants, conditions, products, and yield Reactants: FC=1C=C(C=CC(=O)OC)C=CC1OCCN(C1=NC=CC=C1)C (methyl 3-fluoro-4-[2-[N-methyl-N-(2-pyridyl)amino]ethoxy]cinnamate), [H-].C(C(C)C)[Al+]CC(C)C (diisobutylaluminum hydride). Product: FC=1C=C(C=CC1OCCN(C1=NC=CC=C1)C)/C=C/CO ((E)-3-(3-fluoro-4-[2-[N-methyl-N-(2-pyridyl)amino]ethoxy]phenyl]-2-propen-1-ol). RXN SMILES: [F:1][C:2]1[CH:3]=[C:4]([CH:11]=[CH:12][C:13]=1[O:14][CH2:15][CH2:16][N:17]([CH3:24])[C:18]1[CH:23]=[CH:22][CH:21]=[CH:20][N:19]=1)[CH:5]=[CH:6][C:7](OC)=[O:8].[H-].C([Al+]CC(C)C)C(C)C>>[F:1][C:2]1[CH:3]=[C:4](/[CH:5]=[CH:6]/[CH2:7][OH:8])[CH:11]=[CH:12][C:13]=1[O:14][CH2:15][CH2:16][N:17]([CH3:24])[C:18]1[CH:23]=[CH:22][CH:21]=[CH:20][N:19]=1 |f:1.2|. Procedure: In substantially the same manner as in Reference Example 58, methyl 3-fluoro-4-[2-[N-methyl-N-(2-pyridyl)amino]ethoxy]cinnamate was subjected to reduction reaction with diisobutylaluminum hydride to yield (E)-3-(3-fluoro-4-[2-[N-methyl-N-(2-pyridyl)amino]ethoxy]phenyl]-2-propen-1-ol. The product was recrystallized from ethyl acetate-hexane to give colorless needles, m.p.80-81° C.